Dataset: the Open Reaction Database (ORD), a public repository of structured organic reaction records. Task: describe an organic reaction: reactants, conditions, products, and yield Starting materials: OCNC(C=C)=O (N-hydroxymethyl acrylamide), C(C=C)(=O)OCCCCCCCCCCCC (dodecyl acrylate). Reagents/catalysts: C(C1=CC=CC=C1)(=O)OOC(C1=CC=CC=C1)=O (dibenzoyl peroxide). The solvent is C(C)C(=O)C (methyl ethyl ketone). Conditions: temperature 80 celsius. Product: OCNC(C=C)=O.C(C=C)(=O)OCCCCCCCCCCCC (N-hydroxymethyl acrylamide dodecyl acrylate). The yield is 430.5%. As a reaction SMILES: [OH:1][CH2:2][NH:3][C:4](=[O:7])[CH:5]=[CH2:6].[C:8]([O:12][CH2:13][CH2:14][CH2:15][CH2:16][CH2:17][CH2:18][CH2:19][CH2:20][CH2:21][CH2:22][CH2:23][CH3:24])(=[O:11])[CH:9]=[CH2:10]>C(C(C)=O)C.C(OOC(=O)C1C=CC=CC=1)(=O)C1C=CC=CC=1>[OH:1][CH2:2][NH:3][C:4](=[O:7])[CH:5]=[CH2:6].[C:8]([O:12][CH2:13][CH2:14][CH2:15][CH2:16][CH2:17][CH2:18][CH2:19][CH2:20][CH2:21][CH2:22][CH2:23][CH3:24])(=[O:11])[CH:9]=[CH2:10] |f:4.5|. Procedure: 10.1 gm (0.1 mole) of N-hydroxymethyl acrylamide and 144 gm (0.6 mole) of dodecyl acrylate were dissolved in 360 gm of methyl ethyl ketone. To the solution obtained were added 3.1 gm of dibenzoyl peroxide as a catalyst. The reaction mixture was maintained for 5 hours under stirring at a temperature of 80° C. After the reaction was completed, the solvent was distilled off and the reaction product washed several times with methanol. 147 gm (95% of theory) of N-hydroxymethyl acrylamide/dodecyl acry... Starting materials: CSc1ncc2cc(-c3cccc([N+](=O)[O-])c3)c(=O)n(C)c2n1, CCO, [Ni]. The product is Cn1c(=O)c(-c2cccc([N+](=O)[O-])c2)cc2cncnc21. RXN SMILES: [CH3:1][n:2]1[c:3](=[O:23])[c:4](-[c:14]2[cH:15][c:16]([N+:20](=[O:21])[O-:22])[cH:17][cH:18][cH:19]2)[cH:5][c:6]2[c:7]1[n:8][c:9]([S:12][CH3:13])[n:10][cH:11]2.[CH3:24][CH2:25][OH:26].[Ni:27]>>[CH3:1][n:2]1[c:3](=[O:23])[c:4](-[c:14]2[cH:15][c:16]([N+:20](=[O:21])[O-:22])[cH:17][cH:18][cH:19]2)[cH:5][c:6]2[c:7]1[n:8][cH:9][n:10][cH:11]2. The reactants are NC1CN(C1)C(=O)OC(C)(C)C (tert-butyl 3-aminoazetidine-1-carboxylate), C([O-])(O)=O.[Na+] (sodium bicarbonate), Cl.C(C1=CC=CC=C1)N(CCCl)CCCl (benzylbis(2-chloroethyl)amine hydrochloride). Run in C(C)O (ethanol). Product: C(C1=CC=CC=C1)N1CCN(CC1)C1CN(C1)C(=O)OC(C)(C)C (tert-Butyl 3-(4-benzylpiperazin-1-yl)azetidine-1-carboxylate). As a reaction SMILES: Cl.[CH2:2]([N:9]([CH2:13][CH2:14]Cl)[CH2:10][CH2:11]Cl)[C:3]1[CH:8]=[CH:7][CH:6]=[CH:5][CH:4]=1.[NH2:16][CH:17]1[CH2:20][N:19]([C:21]([O:23][C:24]([CH3:27])([CH3:26])[CH3:25])=[O:22])[CH2:18]1.C(=O)(O)[O-].[Na+]>C(O)C>[CH2:2]([N:9]1[CH2:13][CH2:14][N:16]([CH:17]2[CH2:18][N:19]([C:21]([O:23][C:24]([CH3:27])([CH3:26])[CH3:25])=[O:22])[CH2:20]2)[CH2:11][CH2:10]1)[C:3]1[CH:8]=[CH:7][CH:6]=[CH:5][CH:4]=1 |f:0.1,3.4|. Reported procedure: 6.33 g (29.0 mmol) of benzylbis(2-chloroethyl)amine hydrochloride were dissolved in ethanol (100 ml) and, while stirring, 5.00 g (29.0 mmol) of tert-butyl 3-aminoazetidine-1-carboxylate and 9.76 g (116 mmol) of sodium bicarbonate were added. The resulting reaction solution was heated under reflux for 4 h. The cooled reaction mixture was concentrated in vacuo, 100 ml of water were added and the aqueous phase was extracted with ethyl acetate (4×60 ml). The combined organic phases were washed with ... The reactants are O=C1CCC(=O)N1Br, CC#N, OC(Cc1nc(CC2(C(F)(F)F)CC2)c[nH]1)(c1ccc(-n2cccn2)cc1)C(F)F. Yields the product OC(Cc1nc(CC2(C(F)(F)F)CC2)c(Br)[nH]1)(c1ccc(-n2cccn2)cc1)C(F)F. As a reaction SMILES: [Br:1][N:2]1[C:3](=[O:4])[CH2:5][CH2:6][C:7]1=[O:8].[CH3:39][C:40]#[N:41].[F:9][CH:10]([C:11]([CH2:12][c:13]1[nH:14][cH:15][c:16]([CH2:18][C:19]2([C:22]([F:23])([F:24])[F:25])[CH2:20][CH2:21]2)[n:17]1)([OH:26])[c:27]1[cH:28][cH:29][c:30](-[n:33]2[n:34][cH:35][cH:36][cH:37]2)[cH:31][cH:32]1)[F:38]>>[Br:1][c:15]1[nH:14][c:13]([CH2:12][C:11]([CH:10]([F:9])[F:38])([OH:26])[c:27]2[cH:28][cH:29][c:30](-[n:33]3[n:34][cH:35][cH:36][cH:37]3)[cH:31][cH:32]2)[n:17][c:16]1[CH2:18][C:19]1([C:22]([F:23])([F:24])[F:25])[CH2:20][CH2:21]1. Reactants: C[Si](CCOCN(C1=CC(=NC=2N1N=CC2C=2C=NC(=CC2)C2=CC=CC=C2)C2CCC(CC2)(O)CO)COCC[Si](C)(C)C)(C)C (4-(7-(bis((2-(trimethylsilyl)ethoxy)methyl)amino)-3-(6-phenylpyridin-3-yl)pyrazolo[1,5-a]pyrimidin-5-yl)-1-(hydroxymethyl)cyclohexanol), TEA, CS(=O)(=O)N (MeSO2NH2), [H-].[Na+] (NaH), CS(=O)(=O)Cl (MsCl), [NH4+].[Cl-] (NH4Cl). Solvent: CN(C)C=O (DMF), C(Cl)Cl (DCM), CCOC(=O)C (EtOAc). Run at temperature 90 celsius, time 1 hour. Product: C[Si](CCOCN(C1=CC(=NC=2N1N=CC2C=2C=NC(=CC2)C2=CC=CC=C2)C2CCC(CC2)(O)CNS(=O)(=O)C)COCC[Si](C)(C)C)(C)C (N-((4-(7-(bis((2-(trimethylsilyl)ethoxy)methyl)amino)-3-(6-phenylpyridin-3-yl)pyrazolo[1,5-a]pyrimidin-5-yl)-1-hydroxycyclohexyl)methyl)methanesulfonamide). Reaction SMILES: [CH3:1][Si:2]([CH3:47])([CH3:46])[CH2:3][CH2:4][O:5][CH2:6][N:7]([CH2:38][O:39][CH2:40][CH2:41][Si:42]([CH3:45])([CH3:44])[CH3:43])[C:8]1[N:13]2[N:14]=[CH:15][C:16]([C:17]3[CH:18]=[N:19][C:20]([C:23]4[CH:28]=[CH:27][CH:26]=[CH:25][CH:24]=4)=[CH:21][CH:22]=3)=[C:12]2[N:11]=[C:10]([CH:29]2[CH2:34][CH2:33][C:32]([CH2:36]O)([OH:35])[CH2:31][CH2:30]2)[CH:9]=1.CS(Cl)(=O)=O.[CH3:53][S:54]([NH2:57])(=[O:56])=[O:55].[H-].[Na+].[NH4+].[Cl-]>C(Cl)Cl.CN(C=O)C.CCOC(C)=O>[CH3:44][Si:42]([CH3:45])([CH3:43])[CH2:41][CH2:40][O:39][CH2:38][N:7]([CH2:6][O:5][CH2:4][CH2:3][Si:2]([CH3:46])([CH3:47])[CH3:1])[C:8]1[N:13]2[N:14]=[CH:15][C:16]([C:17]3[CH:18]=[N:19][C:20]([C:23]4[CH:28]=[CH:27][CH:26]=[CH:25][CH:24]=4)=[CH:21][CH:22]=3)=[C:12]2[N:11]=[C:10]([CH:29]2[CH2:34][CH2:33][C:32]([CH2:36][NH:57][S:54]([CH3:53])(=[O:56])=[O:55])([OH:35])[CH2:31][CH2:30]2)[CH:9]=1 |f:3.4,5.6|. Procedure: To a solution of 4-(7-(bis((2-(trimethylsilyl)ethoxy)methyl)amino)-3-(6-phenylpyridin-3-yl)pyrazolo[1,5-a]pyrimidin-5-yl)-1-(hydroxymethyl)cyclohexanol (820 mg, 1.21 mmol) in DCM (10 mL) was added TEA (0.337 mL, 2.42 mmol), followed by MsCl (0.104 mL, 1.33 mmol) at 0° C. and stirred for 1 h. The reaction mixture was concentrated, and then dissolved in EtOAc, washed with H2O and brine, dried over Na2SO4, and concentrated to afford a pale yellow oil. This oil was dissolved in DMF (10 mL). MeSO2NH2...